This data is from the Open Reaction Database (ORD), a public repository of structured organic reaction records. The task is: describe an organic reaction: reactants, conditions, products, and yield Reactants: O (water), O (water), BrN1C(CCC1=O)=O (N-bromosuccinimide), C\C(=C/COC1OCCCC1)\CC\C=C(/CCC=C(C)C)\C (tetrahydro-2-[[(2E,6Z)-3,7,11-trimethyl-2,6,10-dodecatrienyl]oxy]-2H-pyran). Run in C(OC)COC (monoglyme). Conditions: time 2 hour. The product is CC(=C)C(CC\C(=C/CC\C(=C\COC1OCCCC1)\C)\C)O ((6Z,10E)-2,6,10-trimethyl-12-[(tetrahydro-2H-pyran-2-yl)oxy]-1,6,10-dodecatrien-3-ol). Reaction SMILES: [CH3:1]/[C:2](/[CH2:12][CH2:13]/[CH:14]=[C:15](/[CH3:22])\[CH2:16][CH2:17][CH:18]=[C:19]([CH3:21])[CH3:20])=[CH:3]\[CH2:4][O:5][CH:6]1[CH2:11][CH2:10][CH2:9][CH2:8][O:7]1.O.BrN1C(=[O:30])CCC1=O>C(COC)OC>[CH3:20][C:19]([CH:18]([OH:30])[CH2:17][CH2:16]/[C:15](/[CH3:22])=[CH:14]\[CH2:13][CH2:12]/[C:2](/[CH3:1])=[CH:3]/[CH2:4][O:5][CH:6]1[CH2:11][CH2:10][CH2:9][CH2:8][O:7]1)=[CH2:21]. Procedure: A solution of 2 g (0.0065 mol) of tetrahydro-2-[[(2E,6Z)-3,7,11-trimethyl-2,6,10-dodecatrienyl]oxy]-2H-pyran dissolved in 13 ml of monoglyme and 2.6 ml of water is treated portionwise at -10° with 1.3 g of N-bromosuccinimide. The mixture is subsequently stirred at 0° for 1/4 hour and at room temperature for 2 hours. The reaction solution is poured into 100 ml of water and extracted with ethyl acetate. The organic phase is washed with saturated sodium chloride solution. After drying and removing ... The product is C(C)OC(=O)C=1C(N(C2=NC=C(C=C2C1N1CCN(CC1)C(=O)C=1SC=CC1)Cl)CC1=CC=CC=C1)=O (1-Benzyl-6-chloro-2-oxo-4-[4-(thiophene-2-carbonyl)-piperazin-1-yl]-1,2-dihydro-[1,8]-naphthyridine-3-carboxylic acid ethyl ester). Procedure details: This compound was prepared from 6-chloro-4-[4-(thiophene-2-carbonyl)-piperazin-1-yl]-2-oxo-1,2-dihydro-[1,8]-naphthyridine-3-carboxylic acid ethyl ester (82) and benzyl bromide according to General Procedure B. Yield 319 mg (59%), MP 197° C.; 1H-NMR (DMSO-d6): δ 1.28 (t, J=7.2 Hz, 3H), 3.15 (m, 4H), 3.95 (m, 4H), 4.32 (q, J=7.2 Hz, 2H), 5.52 (s, 2H), 7.15-7.28 (m, 6H), 7.46 (d, J=3.6 Hz, 1H), 7.80 (d, J=4.8 Hz, 1H), 8.29 (d, J=2.8 Hz, 1H), 8.73 (d, J=2.8 Hz, 1H); EIMS: 537 (M+1). Anal. (C27H25Cl... RXN SMILES: [CH2:1]([O:3][C:4]([C:6]1[C:7](=[O:30])[NH:8][C:9]2[C:14]([C:15]=1[N:16]1[CH2:21][CH2:20][N:19]([C:22]([C:24]3[S:25][CH:26]=[CH:27][CH:28]=3)=[O:23])[CH2:18][CH2:17]1)=[CH:13][C:12]([Cl:29])=[CH:11][N:10]=2)=[O:5])[CH3:2].[CH2:31](Br)[C:32]1[CH:37]=[CH:36][CH:35]=[CH:34][CH:33]=1>>[CH2:1]([O:3][C:4]([C:6]1[C:7](=[O:30])[N:8]([CH2:31][C:32]2[CH:37]=[CH:36][CH:35]=[CH:34][CH:33]=2)[C:9]2[C:14]([C:15]=1[N:16]1[CH2:21][CH2:20][N:19]([C:22]([C:24]3[S:25][CH:26]=[CH:27][CH:28]=3)=[O:23])[CH2:18][CH2:17]1)=[CH:13][C:12]([Cl:29])=[CH:11][N:10]=2)=[O:5])[CH3:2]. Starting materials: C(C)OC(=O)C=1C(NC2=NC=C(C=C2C1N1CCN(CC1)C(=O)C=1SC=CC1)Cl)=O (6-Chloro-4-[4-(thiophene-2-carbonyl)-piperazin-1-yl]-2-oxo-1,2-dihydro-[1,8]-naphthyridine-3-carboxylic acid ethyl ester), C(C1=CC=CC=C1)Br (benzyl bromide).